This data is from the Open Reaction Database (ORD), a public repository of structured organic reaction records. The task is: describe an organic reaction: reactants, conditions, products, and yield The reactants are C(C)(C)(C)OC(NC1(CC1)C=1OC(=CC1)S(=O)(=O)C)=O ([1-(5-Methanesulfonyl-furan-2-yl)-cyclopropyl]-carbamic acid tert-butyl ester), O1CCOCC1 (dioxane), Cl (HCl). Run in solution. Reaction conditions: time 16 hour. Yields the product Cl.CS(=O)(=O)C1=CC=C(O1)C1(CC1)N (1-(5-methanesulfonyl-furan-2-yl)-cyclopropylamine hydrochloride salt). As a reaction SMILES: C(OC(=O)[NH:7][C:8]1([C:11]2[O:12][C:13]([S:16]([CH3:19])(=[O:18])=[O:17])=[CH:14][CH:15]=2)[CH2:10][CH2:9]1)(C)(C)C.O1CCOCC1.[ClH:27]>>[ClH:27].[CH3:19][S:16]([C:13]1[O:12][C:11]([C:8]2([NH2:7])[CH2:10][CH2:9]2)=[CH:15][CH:14]=1)(=[O:18])=[O:17] |f:3.4|. Procedure details: [1-(5-Methanesulfonyl-furan-2-yl)-cyclopropyl]-carbamic acid tert-butyl ester (0.430 g, 1.42 mmol) is dissolved in a 4M solution of HCl in dioxane (5.0 mL, 20 mmol) at room temperature. After stirring for 16 hours, the mixture is evaporated under a stream of nitrogen. The resulting oily solid is suspended in ethyl acetate (5 mL), ethyl ether (25 mL) is added, and the mixture is filtered to afford crude title product as a solid, which is used without purification. The reactants are ClCC(=O)N1C=2N(C(=CC1)C1=CC=CC=C1)N=CC2C#N (4-(chloroacetyl)-4,5-dihydro-7-phenylpyrazolo[1,5-a]pyrimidine-3-carbonitrile), C(C1=CC=CC=C1)N1CCNCC1 (N-benzylpiperazine), C([O-])([O-])=O.[Na+].[Na+] (sodium carbonate). Solvent: C1(=CC=CC=C1)C (toluene). The product is C1(=CC=CC=C1)C1=CCN(C=2N1N=CC2C#N)C(CN2CCN(CC2)CC2=CC=CC=C2)=O (4,5-Dihydro-7phenyl-4-[[4-(phenylmethyl)-1-piperazinyl]acetyl]pyrazolo[1,5-a]pyrimidine-3-carbonitrile). RXN SMILES: Cl[CH2:2][C:3]([N:5]1[CH2:10][CH:9]=[C:8]([C:11]2[CH:16]=[CH:15][CH:14]=[CH:13][CH:12]=2)[N:7]2[N:17]=[CH:18][C:19]([C:20]#[N:21])=[C:6]12)=[O:4].[CH2:22]([N:29]1[CH2:34][CH2:33][NH:32][CH2:31][CH2:30]1)[C:23]1[CH:28]=[CH:27][CH:26]=[CH:25][CH:24]=1.C(=O)([O-])[O-].[Na+].[Na+]>C1(C)C=CC=CC=1>[C:11]1([C:8]2[N:7]3[N:17]=[CH:18][C:19]([C:20]#[N:21])=[C:6]3[N:5]([C:3](=[O:4])[CH2:2][N:32]3[CH2:33][CH2:34][N:29]([CH2:22][C:23]4[CH:24]=[CH:25][CH:26]=[CH:27][CH:28]=4)[CH2:30][CH2:31]3)[CH2:10][CH:9]=2)[CH:16]=[CH:15][CH:14]=[CH:13][CH:12]=1 |f:2.3.4|. Procedure: A mixture of 3.8 g of 4-(chloroacetyl)-4,5-dihydro-7-phenylpyrazolo[1,5-a]pyrimidine-3-carbonitrile, 2.5 ml of N-benzylpiperazine and 1.6 g of sodium carbonate in 165 ml of toluene was reacted as described in Example 146, giving 4 g of the desired product, mp 156-158.